Task: describe an organic reaction: reactants, conditions, products, and yield. Dataset: the Open Reaction Database (ORD), a public repository of structured organic reaction records Reactants: C(=O)[O-].[NH4+] (ammonium formate), C(C1=CC=CC=C1)OC1=C(C2=CC=C(C=C2C=C1)OC)OC1=CC=C(OCCN2CCCCCC2)C=C1 (1-{2-[4-(2-benzyloxy-6-methoxy-naphthalen-1-yloxy)-phenoxy]-ethyl}-azepane), C(=O)[O-].[NH4+] (ammonium formate). Reagents/catalysts: [Pd] (palladium on carbon), [Pd] (palladium on carbon). Run in C(C)(=O)OCC (ethyl acetate), CO (methanol). Product: N1(CCCCCC1)CCOC1=CC=C(OC2=C(C=CC3=CC(=CC=C23)OC)O)C=C1 (1-[4-(2-azepan-1-yl-ethoxy)-phenoxy]-6-methoxy-naphthalen-2-ol). The yield is 97.5%. RXN SMILES: C([O:8][C:9]1[CH:18]=[CH:17][C:16]2[C:11](=[CH:12][CH:13]=[C:14]([O:19][CH3:20])[CH:15]=2)[C:10]=1[O:21][C:22]1[CH:37]=[CH:36][C:25]([O:26][CH2:27][CH2:28][N:29]2[CH2:35][CH2:34][CH2:33][CH2:32][CH2:31][CH2:30]2)=[CH:24][CH:23]=1)C1C=CC=CC=1.C([O-])=O.[NH4+]>C(OCC)(=O)C.CO.[Pd]>[N:29]1([CH2:28][CH2:27][O:26][C:25]2[CH:24]=[CH:23][C:22]([O:21][C:10]3[C:11]4[C:16](=[CH:15][C:14]([O:19][CH3:20])=[CH:13][CH:12]=4)[CH:17]=[CH:18][C:9]=3[OH:8])=[CH:37][CH:36]=2)[CH2:35][CH2:34][CH2:33][CH2:32][CH2:31][CH2:30]1 |f:1.2|. Procedure details: Dissolve 1-{2-[4-(2-benzyloxy-6-methoxy-naphthalen-1-yloxy)-phenoxy]-ethyl}-azepane (19 g, 38 mmol) in ethyl acetate (500 mL) and methanol (600 ml Heat the mixture to obtain a clear solution. Cool to room temperature. Add ammonium formate (30 g, 476 mmol) and palladium on carbon (2 g, 1.9 mmol). Heat to reflux for 30 minutes. Add ammonium formate (7 g, 111 mmol) and palladium on carbon (0.7 g, 0.7 mmol). Heat to reflux for 30 minutes. Filter the suspension through a pad of celite and elute with ... Product: C(=O)(O)CCCCCC1=CC=CC=2N1C=NC2 (5-(5-carboxypentyl)-imidazo[1,5-a]pyridine). Reaction conditions: time 45 minute. Reactants: C(C)OC(=O)CCCCCC1=CC=CC=2N1C=NC2 (5-(5-ethoxycarbonylpentyl)imidazo[1,5-a]pyridine), [OH-].[Na+] (sodium hydroxide). Procedure details: A suspension of 26 g of 5-(5-ethoxycarbonylpentyl)imidazo[1,5-a]pyridine in 100 ml of 1N aqueos sodium hydroxide solution is heated on a steam bath for two hours; 10 ml of ethanol is added and heating is continued for 45 minutes. The reaction mixture is cooled, washed with 300 ml of ether and the solution is adjusted to pH 5.5 with concentrated hydrochloric acid. The crystallized product is collected by filtration and washed with 50 ml of water to yield 5-(5-carboxypentyl)-imidazo[1,5-a]pyridine... Reaction SMILES: C([O:3][C:4]([CH2:6][CH2:7][CH2:8][CH2:9][CH2:10][C:11]1[N:16]2[CH:17]=[N:18][CH:19]=[C:15]2[CH:14]=[CH:13][CH:12]=1)=[O:5])C.[OH-].[Na+]>C(O)C>[C:4]([CH2:6][CH2:7][CH2:8][CH2:9][CH2:10][C:11]1[N:16]2[CH:17]=[N:18][CH:19]=[C:15]2[CH:14]=[CH:13][CH:12]=1)([OH:5])=[O:3] |f:1.2|. Run in C(C)O (ethanol). Reactants: O (Water), NC=1N=CC2=CC=CC=C2C1 (3-aminoisoquinoline), N1=CC=CC=C1 (pyridine), ClC(=O)OCC(Cl)(Cl)Cl (2,2,2-trichloroethyl chloroformate). Solvent: O1CCCC1 (tetrahydrofuran). The product is C1=NC=C(C2=CC=CC=C12)NC(OCC(Cl)(Cl)Cl)=O (2,2,2-Trichloroethyl isoquinolin-4-ylcarbamate). As a reaction SMILES: N[C:2]1[N:3]=[CH:4][C:5]2[C:10]([CH:11]=1)=[CH:9][CH:8]=[CH:7][CH:6]=2.[N:12]1C=CC=CC=1.Cl[C:19]([O:21][CH2:22][C:23]([Cl:26])([Cl:25])[Cl:24])=[O:20].O>O1CCCC1>[CH:4]1[C:5]2[C:10](=[CH:9][CH:8]=[CH:7][CH:6]=2)[C:11]([NH:12][C:19](=[O:20])[O:21][CH2:22][C:23]([Cl:26])([Cl:25])[Cl:24])=[CH:2][N:3]=1. Procedure: To a solution of 3-aminoisoquinoline (1.00 g, 6.94 mmol) and pyridine (0.660 ml, 8.32 mmol) in tetrahydrofuran (23 ml) was added, under ice-cooling, 2,2,2-trichloroethyl chloroformate (1.15 ml, 8.32 mmol), and the mixture was stirred at room temperature for 1 hour and half. Water was poured to the reaction mixture, and the resulting solution was extracted with ethyl acetate. The extract was washed with water and dried over anhydrous magnesium sulfate, and the solvent was distilled off under redu... Starting materials: [H-].[Al+3].[Li+].[H-].[H-].[H-] (lithium aluminum hydride), C(C)(C)(C)C1=CC=C(C=C1)S(=O)(=O)NC1=C(C=C(C(=C1)F)Cl)C1=NN=C(N1C)C1COCCC1 (4-tert-butyl-N-{4-chloro-5-fluoro-2-[4-methyl-5-(tetrahydro-pyran-3-yl)-4H-[1,2,4]triazol-3-yl]-phenyl}-benzenesulfonamide), OS(=O)(=O)O (H2SO4). Solvent: CO (MeOH). Product: C(C)(C)(C)C1=CC=C(C=C1)S(=O)(=O)NC1=C(C=C(C(=C1)F)Cl)C1=NN=C(N1C)CCO (4-tert-butyl-N-{4-chloro-5-fluoro-2-[5-(2-hydroxy-ethyl)-4-methyl-4H-[1,2,4]triazol-3-yl]-phenyl}-benzenesulfonamide). RXN SMILES: [C:1]([C:5]1[CH:10]=[CH:9][C:8]([S:11]([NH:14][C:15]2[CH:20]=[C:19]([F:21])[C:18]([Cl:22])=[CH:17][C:16]=2[C:23]2[N:27]([CH3:28])[C:26]([CH:29]3CCC[O:31][CH2:30]3)=[N:25][N:24]=2)(=[O:13])=[O:12])=[CH:7][CH:6]=1)([CH3:4])([CH3:3])[CH3:2].[H-].[Al+3].[Li+].[H-].[H-].[H-].OS(O)(=O)=O>CO>[C:1]([C:5]1[CH:10]=[CH:9][C:8]([S:11]([NH:14][C:15]2[CH:20]=[C:19]([F:21])[C:18]([Cl:22])=[CH:17][C:16]=2[C:23]2[N:27]([CH3:28])[C:26]([CH2:29][CH2:30][OH:31])=[N:25][N:24]=2)(=[O:13])=[O:12])=[CH:7][CH:6]=1)([CH3:4])([CH3:2])[CH3:3] |f:1.2.3.4.5.6|. Reported procedure: A 25 mL scintillation vial was charged with {5-[2-(4-tert-butyl-benzenesulfonylamino)-5-chloro-4-fluoro-phenyl]-4-methyl-4H-[1,2,4]triazol-3-yl}-acetic acid ethyl ester (synthesized according to general procedure P, 95 mg, 0.186 mmol) in 2 mL of anhydrous MeOH. To this solution under a nitrogen atmosphere was added of lithium aluminum hydride (14 mg, 0.372 mmol) at room temperature. LCMS indicated completion of the reaction after 30 minutes and 1 mL of 20% H2SO4 was added. The solvent was subseq...